This data is from the Open Reaction Database (ORD), a public repository of structured organic reaction records. The task is: describe an organic reaction: reactants, conditions, products, and yield The reactants are BrC1=NC=CC(=C1)C1=C(C(=CC2=CC(=C(C=C12)OC)OC)C(=O)OC)C(=O)OC (1-(2-Bromo-4-pyridyl)-2,3-bis(methoxycarbonyl)-6,7-dimethoxynaphthalene), CC1CCC(N1)=O (5-methyl-2-oxopyrrolidine). Product: CC1CCC(N1C1=NC=CC(=C1)C1=C(C(=CC2=CC(=C(C=C12)OC)OC)C(=O)OC)C(=O)OC)=O (1-[2-(5-methyl-2-oxopyrrolidin-1-yl)-4-pyridyl]-2,3-bis(methoxycarbonyl)-6,7-dimethoxynaphthalene). RXN SMILES: Br[C:2]1[CH:7]=[C:6]([C:8]2[C:17]3[C:12](=[CH:13][C:14]([O:20][CH3:21])=[C:15]([O:18][CH3:19])[CH:16]=3)[CH:11]=[C:10]([C:22]([O:24][CH3:25])=[O:23])[C:9]=2[C:26]([O:28][CH3:29])=[O:27])[CH:5]=[CH:4][N:3]=1.[CH3:30][CH:31]1[NH:35][C:34](=[O:36])[CH2:33][CH2:32]1>>[CH3:30][CH:31]1[N:35]([C:2]2[CH:7]=[C:6]([C:8]3[C:17]4[C:12](=[CH:13][C:14]([O:20][CH3:21])=[C:15]([O:18][CH3:19])[CH:16]=4)[CH:11]=[C:10]([C:22]([O:24][CH3:25])=[O:23])[C:9]=3[C:26]([O:28][CH3:29])=[O:27])[CH:5]=[CH:4][N:3]=2)[C:34](=[O:36])[CH2:33][CH2:32]1. Procedure: 1-(2-Bromo-4-pyridyl)-2,3-bis(methoxycarbonyl)-6,7-dimethoxynaphthalene and 5-methyl-2-oxopyrrolidine are treated in the same manner as in Example 6-(2) to give 1-[2-(5-methyl-2-oxopyrrolidin-1-yl)-4-pyridyl]-2,3-bis(methoxycarbonyl)-6,7-dimethoxynaphthalene. The reactants are OC=1C(=CC(=C(C1)C(=O)C1=CC=CC=C1)C1=NOC(=N1)C)OC ([5-hydroxy-4-methoxy-2-(5-methyl-[1,2,4]oxadiazol-3-yl)phenyl]phenylmethanone), [N+](=O)(O)[O-] (nitric acid). Run in C(Cl)Cl (methylene chloride). Run at time 20 minute. Yields the product OC=1C(=C(C(=CC1OC)C1=NOC(=N1)C)C(=O)C1=CC=CC=C1)[N+](=O)[O-] ([3-Hydroxy-4-methoxy-6-(5-methyl-[1,2,4]oxadiazol-3-yl)-2-nitrophenyl]phenylmethanone). RXN SMILES: [OH:1][C:2]1[C:3]([O:22][CH3:23])=[CH:4][C:5]([C:16]2[N:20]=[C:19]([CH3:21])[O:18][N:17]=2)=[C:6]([C:8]([C:10]2[CH:15]=[CH:14][CH:13]=[CH:12][CH:11]=2)=[O:9])[CH:7]=1.[N+:24]([O-])([OH:26])=[O:25]>C(Cl)Cl>[OH:1][C:2]1[C:7]([N+:24]([O-:26])=[O:25])=[C:6]([C:8]([C:10]2[CH:11]=[CH:12][CH:13]=[CH:14][CH:15]=2)=[O:9])[C:5]([C:16]2[N:20]=[C:19]([CH3:21])[O:18][N:17]=2)=[CH:4][C:3]=1[O:22][CH3:23]. Procedure: To a mixture of [5-hydroxy-4-methoxy-2-(5-methyl-[1,2,4]oxadiazol-3-yl)phenyl]phenylmethanone (reference example 21-1) (383 mg) and methylene chloride (10 mL) was added fuming nitric acid (68 μL) at room temperature, and the mixture was stirred for 20 minutes. The separated organic layer was washed with water, a saturated aqueous solution of sodium chloride, and dried over anhydrous sodium sulfate. The residue was triturated with hexane:methylene chloride=4:1 to give the title compound (377 mg). The reactants are Cl\C(\C(F)(F)F)=N\C=1C(=C(OC2=C(C(=O)OC)C=CC(=C2)F)C=CC1)C ((E)-methyl 2-(3-(1-chloro-2,2,2-trifluoroethylideneamino)-2-methylphenoxy)-4-fluorobenzoate), BrN1C(CCC1=O)=O (N-bromosuccinimide), C(C1=CC=CC=C1)(=O)OOC(C1=CC=CC=C1)=O (benzoyl peroxide). Run in C(Cl)(Cl)(Cl)Cl (CCl4). Product: BrCC1=C(OC2=C(C(=O)OC)C=CC(=C2)F)C=CC=C1/N=C(\C(F)(F)F)/Cl ((E)-methyl 2-(2-(bromomethyl)-3-(1-chloro-2,2,2-trifluoroethylideneamino)phenoxy)-4-fluorobenzoate). RXN SMILES: [Cl:1]/[C:2](=[N:7]/[C:8]1[C:9]([CH3:26])=[C:10]([CH:23]=[CH:24][CH:25]=1)[O:11][C:12]1[CH:21]=[C:20]([F:22])[CH:19]=[CH:18][C:13]=1[C:14]([O:16][CH3:17])=[O:15])/[C:3]([F:6])([F:5])[F:4].[Br:27]N1C(=O)CCC1=O.C(OOC(=O)C1C=CC=CC=1)(=O)C1C=CC=CC=1>C(Cl)(Cl)(Cl)Cl>[Br:27][CH2:26][C:9]1[C:8](/[N:7]=[C:2](/[Cl:1])\[C:3]([F:5])([F:4])[F:6])=[CH:25][CH:24]=[CH:23][C:10]=1[O:11][C:12]1[CH:21]=[C:20]([F:22])[CH:19]=[CH:18][C:13]=1[C:14]([O:16][CH3:17])=[O:15]. Procedure: A mixture of EXAMPLE 215B (1.4 g), N-bromosuccinimide (0.671 g), and benzoyl peroxide (0.044 g) in CCl4 (20 mL) was heated under reflux for 4 hours. After cooling, the solid was filtered off. The filtrate was then concentrated. The residue was purified by flash chromatography on silica gel eluting 1:20 ethyl acetate/hexane to give the title compound.